The task is: describe an organic reaction: reactants, conditions, products, and yield. This data is from the Open Reaction Database (ORD), a public repository of structured organic reaction records. Reactants: CC(C)CC(CCCC)=O (2-methyloctan-4-one), C(#N)[BH3-].[Na+] (sodium cyanoborohydride), C(C)(=O)[O-].[NH4+] (ammonium acetate). Solvent: CO (methanol). Run at time 8 hour. Product: CC(C)CC(CCCC)N (2-methyl-4-aminooctane). The yield is 25.4%. RXN SMILES: [CH3:1][CH:2]([CH2:4][C:5](=O)[CH2:6][CH2:7][CH2:8][CH3:9])[CH3:3].C([BH3-])#[N:12].[Na+].C([O-])(=O)C.[NH4+]>CO>[CH3:1][CH:2]([CH2:4][CH:5]([NH2:12])[CH2:6][CH2:7][CH2:8][CH3:9])[CH3:3] |f:1.2,3.4|. Procedure details: A mixture of 2-methyloctan-4-one (6.3 g, 44 mmol), sodium cyanoborohydride (3.0 g, 48 mmol), ammonium acetate (33.9 g, 0.44 mol) and 3Å molecular sieves in dry methanol (50 ml) was stirred overnight at room temperature under argon. The solvent was removed under reduced pressure and the residue taken up in chloroform (100 ml), filtered through a pad of celite and concentrated to give 2-methyl-4-aminooctane (1.6 g, 25%) as a yellow oil.